This data is from the Open Reaction Database (ORD), a public repository of structured organic reaction records. The task is: describe an organic reaction: reactants, conditions, products, and yield Reaction SMILES: [CH3:1][Li].[Cl:3][C:4]1[CH:11]=[CH:10][C:7]([CH:8]=[O:9])=[C:6]([N+:12]([O-:14])=[O:13])[CH:5]=1>O1CCCC1>[Cl:3][C:4]1[CH:11]=[CH:10][C:7]([CH:8]([OH:9])[CH3:1])=[C:6]([N+:12]([O-:14])=[O:13])[CH:5]=1. Yield: 66.0%. Reported procedure: A solution of methyl lithium (46 mL, 1.4 M in Et2O), was slowly added under argon, at −78° C., to a stirred solution of 4-chloro-2-nitrobenzaldehyde (10 g, 53.9 mmol) in dry tetrahydrofuran (150 mL). After 20 min. at −78° C., the reaction mixture was quenched with water (400 mL), extracted twice with ethyl acetate (500 mL), dried (Na2SO4), and concentrated to dryness under reduced pressure. Chromatography on silica (EtOAc/CH2Cl2/EtOH, 1:6:1) yielded the title compound (7.2 g, 66%) as yellow oil:... Run in O1CCCC1 (tetrahydrofuran). Reactants: C[Li] (methyl lithium), ClC1=CC(=C(C=O)C=C1)[N+](=O)[O-] (4-chloro-2-nitrobenzaldehyde). Run at time 20 minute. The product is ClC1=CC(=C(C=C1)C(C)O)[N+](=O)[O-] (1-(4-Chloro-2-nitrophenyl)ethanol). The reactants are CC(=O)OC(C)CCc1ccccc1, CO, [Na+], [OH-], O. The product is CC(O)CCc1ccccc1. RXN SMILES: [C:1](=[O:2])([CH3:3])[O:4][CH:5]([CH2:6][CH2:7][c:8]1[cH:9][cH:10][cH:11][cH:12][cH:13]1)[CH3:14].[CH3:18][OH:19].[Na+:16].[OH-:15].[OH2:17]>>[OH:4][CH:5]([CH2:6][CH2:7][c:8]1[cH:9][cH:10][cH:11][cH:12][cH:13]1)[CH3:14]. Reactants: CN(CCCl)c1ccc(Br)cc1N, [K+], [K+], O=C([O-])[O-], CN(C)C=O, O. Product: CN1CCNc2cc(Br)ccc21. As a reaction SMILES: [Br:1][c:2]1[cH:3][c:4]([NH2:13])[c:5]([N:8]([CH3:9])[CH2:10][CH2:11][Cl:12])[cH:6][cH:7]1.[K+:14].[K+:15].[O-:16][C:17]([O-:18])=[O:19].[O:20]=[CH:21][N:22]([CH3:23])[CH3:24].[OH2:25]>>[Br:1][c:2]1[cH:3][c:4]2[c:5]([cH:6][cH:7]1)[N:8]([CH3:9])[CH2:10][CH2:11][NH:13]2. Reactants: C(C)(=O)OC1=C(C=C(C(=C1)C)CC1=CC=C(C=C1)CCCNC(=O)NC(COC(C)=O)(C)C)[C@H]1[C@H](OC(C)=O)[C@@H](OC(C)=O)[C@H](OC(C)=O)[C@H](O1)COC(C)=O ((1S)-1-[2-(acetoxy)-5-[4-[3-[[[[2-(acetoxy)-1,1-dimethylethyl)amino]carbonyl]amino]propyl]benzyl]-4-methylphenyl]-1,5-anhydro-2,3,4,6-tetra-O-acetyl-D-glucitol), C[O-].[Na+] (sodium methoxide), C(=O)=O (dry ice). The solvent is CO (methanol), CO (methanol). Yields the product OCC(C)(C)NC(=O)NCCCC1=CC=C(CC=2C(=CC(=C(C2)[C@H]2[C@H](O)[C@@H](O)[C@H](O)[C@H](O2)CO)O)C)C=C1 ((1S)-1,5-anhydro-1-[5-[4-[3-[[(2-hydroxy-1,1-dimethylethyl)aminocarbonyl]amino]propyl]benzyl]-2-hydroxy-4-methylphenyl]-D-glucitol). Yield: 73.7%. As a reaction SMILES: C([O:4][C:5]1[CH:10]=[C:9]([CH3:11])[C:8]([CH2:12][C:13]2[CH:18]=[CH:17][C:16]([CH2:19][CH2:20][CH2:21][NH:22][C:23]([NH:25][C:26]([CH3:33])([CH3:32])[CH2:27][O:28]C(=O)C)=[O:24])=[CH:15][CH:14]=2)=[CH:7][C:6]=1[C@@H:34]1[O:51][C@H:50]([CH2:52][O:53]C(=O)C)[C@@H:45]([O:46]C(=O)C)[C@H:40]([O:41]C(=O)C)[C@H:35]1[O:36]C(=O)C)(=O)C.C[O-].[Na+].C(=O)=O>CO>[OH:28][CH2:27][C:26]([NH:25][C:23]([NH:22][CH2:21][CH2:20][CH2:19][C:16]1[CH:17]=[CH:18][C:13]([CH2:12][C:8]2[C:9]([CH3:11])=[CH:10][C:5]([OH:4])=[C:6]([C@@H:34]3[O:51][C@H:50]([CH2:52][OH:53])[C@@H:45]([OH:46])[C@H:40]([OH:41])[C@H:35]3[OH:36])[CH:7]=2)=[CH:14][CH:15]=1)=[O:24])([CH3:32])[CH3:33] |f:1.2|. Procedure details: To a methanol solution (1 mL) of (1S)-1-[2-(acetoxy)-5-[4-[3-[[[[2-(acetoxy)-1,1-dimethylethyl)amino]carbonyl]amino]propyl]benzyl]-4-methylphenyl]-1,5-anhydro-2,3,4,6-tetra-O-acetyl-D-glucitol (70 mg) was added sodium methoxide (a 1 M methanol solution, 0.5 mL, 0.5 mmol), and the mixture was stirred for an hour at room temperature. To this reaction solution was added dry ice, and the solvent was evaporated under reduced pressure. Thus obtained residue was purified with silica gel column chromato... Reactants: NC=1C=CC(=C(C1)N1C=NC2=CC=C(C=C2C1=O)N1CCN(CCC1)C)C (3-(5-amino-2-methylphenyl)-6-(4-methylhomopiperazin-1-yl)-3,4-dihydroquinazolin-4-one), ClC1=NC=CC(=C1)C(=O)Cl (2-chloropyridine-4-carbonyl chloride). Yields the product ClC1=NC=CC(=C1)C(=O)NC=1C=CC(=C(C1)N1C=NC2=CC=C(C=C2C1=O)N1CCN(CCC1)C)C (3-[5-(2-Chloropyrid-4-ylcarbonylamino)-2-methylphenyl]-6-(4-methylhomopiperazin-1-yl)-3,4-dihydroquinazolin-4-one). As a reaction SMILES: [NH2:1][C:2]1[CH:3]=[CH:4][C:5]([CH3:27])=[C:6]([N:8]2[C:17](=[O:18])[C:16]3[C:11](=[CH:12][CH:13]=[C:14]([N:19]4[CH2:25][CH2:24][CH2:23][N:22]([CH3:26])[CH2:21][CH2:20]4)[CH:15]=3)[N:10]=[CH:9]2)[CH:7]=1.[Cl:28][C:29]1[CH:34]=[C:33]([C:35](Cl)=[O:36])[CH:32]=[CH:31][N:30]=1>>[Cl:28][C:29]1[CH:34]=[C:33]([C:35]([NH:1][C:2]2[CH:3]=[CH:4][C:5]([CH3:27])=[C:6]([N:8]3[C:17](=[O:18])[C:16]4[C:11](=[CH:12][CH:13]=[C:14]([N:19]5[CH2:25][CH2:24][CH2:23][N:22]([CH3:26])[CH2:21][CH2:20]5)[CH:15]=4)[N:10]=[CH:9]3)[CH:7]=2)=[O:36])[CH:32]=[CH:31][N:30]=1. Procedure: Using an analogous procedure to that described in Example 5, 3-(5-amino-2-methylphenyl)-6-(4-methylhomopiperazin-1-yl)-3,4-dihydroquinazolin-4-one was reacted with 2-chloropyridine-4-carbonyl chloride to give the title compound; NMR Spectrum: (DMSOd6) 1.84–1.96 (m, 2H), 2.06 (s, 3H), 2.29 (s, 3H), 2.42–2.49 (m, 2H), 2.62–2.68 (m, 2H), 3.53 (t, 2H), 3.58–3.64 (m, 2H), 7.22 (d, 1H), 7.34 (m, 1H), 7.44 (m, 1H), 7.58 (d, 1H), 7.73–7.78 (m, 2H), 7.82–7.86 (m, 1H), 7.96–7.98 (m, 2H), 8.50–8.62 (m, 1H)...